Dataset: the Open Reaction Database (ORD), a public repository of structured organic reaction records. Task: describe an organic reaction: reactants, conditions, products, and yield As a reaction SMILES: [C:5]([C:6](=[CH2:7])[CH3:8])(=[O:9])[N:10]=[C:11]=[O:12].[CH3:1][C:2]([NH2:3])=[O:4].[Cl:13][CH2:14][CH2:15][Cl:16]>>[CH3:1][C:2]([NH:3][C:11]([NH:10][C:5]([C:6](=[CH2:7])[CH3:8])=[O:9])=[O:12])=[O:4]. The product is C=C(C)C(=O)NC(=O)NC(C)=O. Reactants: C=C(C)C(=O)N=C=O, CC(N)=O, ClCCCl. Reactants: IC=1C(NC=C(C1)S(=O)(=O)C)=O (3-iodo-5-(methylsulfonyl)-2(1H)-pyridinone), P(=O)(Cl)(Cl)Cl (phosphorus oxychloride). Product: ClC1=NC=C(C=C1I)S(=O)(=O)C (2-chloro-3-iodo-5-(methylsulfonyl)pyridine). As a reaction SMILES: [I:1][C:2]1[C:3](=O)[NH:4][CH:5]=[C:6]([S:8]([CH3:11])(=[O:10])=[O:9])[CH:7]=1.P(Cl)(Cl)([Cl:15])=O>>[Cl:15][C:3]1[C:2]([I:1])=[CH:7][C:6]([S:8]([CH3:11])(=[O:10])=[O:9])=[CH:5][N:4]=1. Procedure details: A suspension of 9.0 g of 3-iodo-5-(methylsulfonyl)-2(1H)-pyridinone in 30 ml of phosphorus oxychloride was refluxed under nitrogen for 4 hours and gave a homogeneous mixture. This solidified on cooling and unreacted phosphorus oxychloride was removed under reduced pressure. The resulting white solid residue was dissolved in methylene chloride and extracted first with water and twice with aqueous 1N sodium hydroxide solution. The mixture was shaken until the aqueous phase remained basic. The meth... Starting materials: ClCCl, [Na+], [Na+], Cc1cc(C)c(-c2c(C)nn3c(=O)c(CCO)c(C)[nH]c23)c(C)c1, O=S([O-])([O-])=S. Yields the product Cc1cc(C)c(-c2c(C)nn3c(=O)c(CC=O)c(C)[nH]c23)c(C)c1. RXN SMILES: [Cl:32][CH2:33][Cl:34].[Na+:30].[Na+:31].[OH:1][CH2:2][CH2:3][c:4]1[c:5]([CH3:24])[nH:6][c:7]2[n:8]([c:9]1=[O:10])[n:11][c:12]([CH3:23])[c:13]2-[c:14]1[c:15]([CH3:22])[cH:16][c:17]([CH3:21])[cH:18][c:19]1[CH3:20].[S:25]([O-:26])([O-:27])(=[O:28])=[S:29]>>[O:1]=[CH:2][CH2:3][c:4]1[c:5]([CH3:24])[nH:6][c:7]2[n:8]([c:9]1=[O:10])[n:11][c:12]([CH3:23])[c:13]2-[c:14]1[c:15]([CH3:22])[cH:16][c:17]([CH3:21])[cH:18][c:19]1[CH3:20]. The reactants are O1C(CN2CCC(CC2)C2=NOC3=C2C=CC(=C3)F)C1 (1-(2,3-epoxypropyl)-4-(6-fluoro-1,2-benzisoxazol-3-yl)piperidine), FC1=CC2=C(C(=NO2)C2CCNCC2)C=C1 (4-(6-fluoro-1,2-benzisoxazol-3-yl)piperidine), Cl (HCl). The solvent is C(C)O (ethanol), C(C)(C)O (isopropyl alcohol). Conditions: temperature 65 celsius, time 16 hour. Product: Cl.Cl.FC1=CC2=C(C(=NO2)C2CCN(CC2)CC(CN2CCC(CC2)C2=NOC3=C2C=CC(=C3)F)O)C=C1 (1,3-Bis-[4-(6-fluoro-1,2-benzisoxazol-3-yl)-1-piperidinyl]-2-hydroxypropane dihydrochloride). Reaction SMILES: [O:1]1[CH2:20][CH:2]1[CH2:3][N:4]1[CH2:9][CH2:8][CH:7]([C:10]2[C:14]3[CH:15]=[CH:16][C:17]([F:19])=[CH:18][C:13]=3[O:12][N:11]=2)[CH2:6][CH2:5]1.[F:21][C:22]1[CH:36]=[CH:35][C:25]2[C:26]([CH:29]3[CH2:34][CH2:33][NH:32][CH2:31][CH2:30]3)=[N:27][O:28][C:24]=2[CH:23]=1.[ClH:37]>C(O)(C)C.C(O)C>[ClH:37].[ClH:37].[F:19][C:17]1[CH:16]=[CH:15][C:14]2[C:10]([CH:7]3[CH2:8][CH2:9][N:4]([CH2:3][CH:2]([OH:1])[CH2:20][N:32]4[CH2:31][CH2:30][CH:29]([C:26]5[C:25]6[CH:35]=[CH:36][C:22]([F:21])=[CH:23][C:24]=6[O:28][N:27]=5)[CH2:34][CH2:33]4)[CH2:5][CH2:6]3)=[N:11][O:12][C:13]=2[CH:18]=1 |f:5.6.7|. Procedure: A stirred mixture of 1-(2,3-epoxypropyl)-4-(6-fluoro-1,2-benzisoxazol-3-yl)piperidine (1.19 g, 4.3 mmol) and 4-(6-fluoro-1,2-benzisoxazol-3-yl)piperidine (0.95 g, 4.3 mmol) in isopropyl alcohol (50 ml) was heated at reflux for 1 hour, then stirred at 65° C. for 16 hours. The solvent was removed on a rotary evaporator. The solid residues were purified by flash chromatography over a silica gel column (SiO2, 35 g; eluted with methylene chloride, DCM, and CH3OH in DCM). The product thus obtained, we... Reactants: N#Cc1c(Cl)c2ccsc2n(Cc2ccccc2)c1=O, C1CN2CCN1CC2, [Cl-], O=C(c1cccs1)N1CCNCC1, [NH4+], CN(C)C=O. Product: N#Cc1c(N2CCN(C(=O)c3cccs3)CC2)c2ccsc2n(Cc2ccccc2)c1=O. RXN SMILES: [CH2:1]([c:2]1[cH:3][cH:4][cH:5][cH:6][cH:7]1)[n:8]1[c:9]2[c:10]([c:11]([Cl:17])[c:12]([C:15]#[N:16])[c:13]1=[O:14])[cH:18][cH:19][s:20]2.[CH2:34]1[N:35]2[CH2:36][CH2:37][N:38]([CH2:39][CH2:40]2)[CH2:41]1.[Cl-:42].[N:21]1([C:27](=[O:28])[c:29]2[s:30][cH:31][cH:32][cH:33]2)[CH2:22][CH2:23][NH:24][CH2:25][CH2:26]1.[NH4+:43].[O:44]=[CH:45][N:46]([CH3:47])[CH3:48]>>[CH2:1]([c:2]1[cH:3][cH:4][cH:5][cH:6][cH:7]1)[n:8]1[c:9]2[c:10]([c:11]([N:24]3[CH2:23][CH2:22][N:21]([C:27](=[O:28])[c:29]4[s:30][cH:31][cH:32][cH:33]4)[CH2:26][CH2:25]3)[c:12]([C:15]#[N:16])[c:13]1=[O:14])[cH:18][cH:19][s:20]2. Starting materials: C(=O)([O-])[O-].[K+].[K+] (K2CO3), N1C=CC2=CC(=CC=C12)B(O)O (Indole-5-boronic acid), COC(C1=CC(=CC=C1)CBr)=O (methyl-3-(bromomethyl)benzoate), C1CCOC1 (THF). The reagents and catalysts are C=1C=CC(=CC1)[P](C=2C=CC=CC2)(C=3C=CC=CC3)[Pd]([P](C=4C=CC=CC4)(C=5C=CC=CC5)C=6C=CC=CC6)([P](C=7C=CC=CC7)(C=8C=CC=CC8)C=9C=CC=CC9)[P](C=1C=CC=CC1)(C=1C=CC=CC1)C=1C=CC=CC1 (Pd(PPh3)4). Run in O (H2O). Conditions: temperature 80 celsius. Product: N1C=CC2=CC(=CC=C12)CC=1C=C(C(=O)OC)C=CC1 (methyl 3-(1H-indol-5-ylmethyl)benzoate). The yield is 48.0%. RXN SMILES: [NH:1]1[C:9]2[C:4](=[CH:5][C:6](B(O)O)=[CH:7][CH:8]=2)[CH:3]=[CH:2]1.[CH3:13][O:14][C:15](=[O:24])[C:16]1[CH:21]=[CH:20][CH:19]=[C:18]([CH2:22]Br)[CH:17]=1.C1COCC1.C([O-])([O-])=O.[K+].[K+]>C1C=CC([P]([Pd]([P](C2C=CC=CC=2)(C2C=CC=CC=2)C2C=CC=CC=2)([P](C2C=CC=CC=2)(C2C=CC=CC=2)C2C=CC=CC=2)[P](C2C=CC=CC=2)(C2C=CC=CC=2)C2C=CC=CC=2)(C2C=CC=CC=2)C2C=CC=CC=2)=CC=1.O>[NH:1]1[C:9]2[C:4](=[CH:5][C:6]([CH2:22][C:18]3[CH:17]=[C:16]([CH:21]=[CH:20][CH:19]=3)[C:15]([O:14][CH3:13])=[O:24])=[CH:7][CH:8]=2)[CH:3]=[CH:2]1 |f:3.4.5,^1:39,41,60,79|. Reported procedure: Indole-5-boronic acid, 193 mg (1.2 mmol) and methyl-3-(bromomethyl)benzoate, 230 mg (1.0 mmol) were added into a 100 ml round-bottomed flask containing 15 ml THF, then 50 mg Pd(PPh3)4 was added, followed by 2 ml 2M K2CO3. The mixture was stirred and heated to 80° C. under N2 protection for over 4 hours. The reaction was monitored by TLC. After the reaction was completed and the mixture was cooled to room temperature, 10 ml H2O was added and the product extracted with ethyl acetate (15 ml×3). The... The reactants are [Al+3], BrC12CC3CC(CC(C3)C1)C2, COC(=O)c1ccco1, [Cl-], [Cl-], [Cl-], Clc1ccccc1Cl. The product is COC(=O)c1ccc(C23CC4CC(CC(C4)C2)C3)o1. RXN SMILES: [Al+3:22].[Br:10][C:11]12[CH2:12][CH:13]3[CH2:14][CH:15]([CH2:16][CH:17]([CH2:18]1)[CH2:19]3)[CH2:20]2.[CH3:1][O:2][C:3](=[O:4])[c:5]1[o:6][cH:7][cH:8][cH:9]1.[Cl-:21].[Cl-:23].[Cl-:24].[Cl:25][c:26]1[cH:27][cH:28][cH:29][cH:30][c:31]1[Cl:32]>>[CH3:1][O:2][C:3](=[O:4])[c:5]1[o:6][c:7]([C:11]23[CH2:12][CH:13]4[CH2:14][CH:15]([CH2:16][CH:17]([CH2:18]2)[CH2:19]4)[CH2:20]3)[cH:8][cH:9]1. The reactants are Cc1nc(C)c([N+](=O)[O-])c(Cl)c1Br, C1CSCCN1, CC(C)O. Yields the product Cc1nc(C)c([N+](=O)[O-])c(N2CCSCC2)c1Br. RXN SMILES: [Br:1][c:2]1[c:3]([Cl:13])[c:4]([N+:10](=[O:11])[O-:12])[c:5]([CH3:9])[n:6][c:7]1[CH3:8].[CH2:14]1[CH2:15][S:16][CH2:17][CH2:18][NH:19]1.[CH:20]([OH:21])([CH3:22])[CH3:23]>>[Br:1][c:2]1[c:3]([N:19]2[CH2:14][CH2:15][S:16][CH2:17][CH2:18]2)[c:4]([N+:10](=[O:11])[O-:12])[c:5]([CH3:9])[n:6][c:7]1[CH3:8]. Reactants: N(=NC(=O)OC(C)C)C(=O)OC(C)C (diisopropyl azodicarboxylate), ice, COC(=O)C1=NN2C(NC(=C(C2=O)C2CCCCC2)C2=CC=C(C=C2)OCC2=CC=CC=C2)=C1 (5-(4-benzyloxy-phenyl)-6-cyclohexyl-7-oxo-4,7-dihydro-pyrazolo[1,5-a]pyrimidine-2-carboxylic acid methyl ester), CO (methanol), C1(=CC=CC=C1)P(C1=CC=CC=C1)C1=CC=CC=C1 (triphenylphosphine). Run in O1CCCC1 (tetrahydrofuran). Run at time 2 hour. Product: COC(=O)C1=NN2C(N=C(C(=C2OC)C2CCCCC2)C2=CC=C(C=C2)OCC2=CC=CC=C2)=C1 (5-(4-benzyloxy-phenyl)-6-cyclohexyl-7-methoxy-pyrazolo[1,5-a]pyrimidine-2-carboxylic acid methyl ester). The yield is 106.0%. As a reaction SMILES: [CH3:1][O:2][C:3]([C:5]1[CH:34]=[C:8]2[NH:9][C:10]([C:20]3[CH:25]=[CH:24][C:23]([O:26][CH2:27][C:28]4[CH:33]=[CH:32][CH:31]=[CH:30][CH:29]=4)=[CH:22][CH:21]=3)=[C:11]([CH:14]3[CH2:19][CH2:18][CH2:17][CH2:16][CH2:15]3)[C:12](=[O:13])[N:7]2[N:6]=1)=[O:4].CO.[C:37]1(P(C2C=CC=CC=2)C2C=CC=CC=2)C=CC=CC=1.N(C(OC(C)C)=O)=NC(OC(C)C)=O>O1CCCC1>[CH3:1][O:2][C:3]([C:5]1[CH:34]=[C:8]2[N:9]=[C:10]([C:20]3[CH:21]=[CH:22][C:23]([O:26][CH2:27][C:28]4[CH:29]=[CH:30][CH:31]=[CH:32][CH:33]=4)=[CH:24][CH:25]=3)[C:11]([CH:14]3[CH2:19][CH2:18][CH2:17][CH2:16][CH2:15]3)=[C:12]([O:13][CH3:37])[N:7]2[N:6]=1)=[O:4]. Procedure: To an ice cold mixture of 22 mg (0.048 mmol) of 5-(4-benzyloxy-phenyl)-6-cyclohexyl-7-oxo-4,7-dihydro-pyrazolo[1,5-a]pyrimidine-2-carboxylic acid methyl ester in 3 mL of tetrahydrofuran (THF) was added 0.008 mL (0.192 mmol) of methanol (MeOH), 50 mg (0.192 mmol) of triphenylphosphine (PPh3), followed by 0.038 mL (0.192 mmol) of diisopropyl azodicarboxylate (DIAD) and the mixture was allowed to warm up to rt and stirred at rt for 2 h when analysis by thin layer chromatography (TLC) revealed compl...